Dataset: the Open Reaction Database (ORD), a public repository of structured organic reaction records. Task: describe an organic reaction: reactants, conditions, products, and yield The reactants are C1CCOC1, CCO, COC(=O)c1cc(OCc2ccccc2)cc(OC2CCOC2)c1. Product: COC(=O)c1cc(O)cc(OC2CCOC2)c1. RXN SMILES: [CH2:25]1[O:26][CH2:27][CH2:28][CH2:29]1.[CH3:30][CH2:31][OH:32].[c:1]1([CH2:2][O:8][c:9]2[cH:10][c:11]([C:12](=[O:13])[O:14][CH3:15])[cH:16][c:17]([O:19][CH:20]3[CH2:21][O:22][CH2:23][CH2:24]3)[cH:18]2)[cH:3][cH:4][cH:5][cH:6][cH:7]1>>[OH:8][c:9]1[cH:10][c:11]([C:12](=[O:13])[O:14][CH3:15])[cH:16][c:17]([O:19][CH:20]2[CH2:21][O:22][CH2:23][CH2:24]2)[cH:18]1. Reactants: COC1=CC2=CC[C@H]3[C@@H]4[C@H](CC([C@@]4(CC)CC[C@@H]3[C@H]2CC1)=O)OC(C(C)(C)C)=O (3-methoxy-18-methyl-15α-trimethylacetoxy-3,5-estradien-17-one), [C-]#[C-].[Li+].[Li+] (lithium acetylide). The product is C(#C)[C@]1([C@]2(CC)[C@@H](C=C1)[C@@H]1CCC3=CC(CC[C@@H]3[C@H]1CC2)=O)O (17α-ethynyl-17β-hydroxy-18-methyl-4,15-estradien-3-one). RXN SMILES: C[O:2][C:3]1[CH2:21][CH2:20][C@H:19]2[C:5](=[CH:6][CH2:7][C@@H:8]3[C@@H:18]2[CH2:17][CH2:16][C@@:13]2([CH2:14][CH3:15])[C@H:9]3[C@@H:10](OC(=O)C(C)(C)C)[CH2:11][C:12]2=[O:22])[CH:4]=1.[C-:30]#[C-:31].[Li+].[Li+]>>[C:30]([C@:12]1([OH:22])[CH:11]=[CH:10][C@H:9]2[C@H:8]3[C@H:18]([CH2:17][CH2:16][C@:13]12[CH2:14][CH3:15])[C@@H:19]1[C:5](=[CH:4][C:3](=[O:2])[CH2:21][CH2:20]1)[CH2:6][CH2:7]3)#[CH:31] |f:1.2.3|. Reported procedure: Analogously to Example 1(b), 2.8 g of 3-methoxy-18-methyl-15α-trimethylacetoxy-3,5-estradien-17-one is reacted with lithium acetylide and worked up. Recrystallization from acetone/hexane yields 1.6 g of 17α-ethynyl-17β-hydroxy-18-methyl-4,15-estradien-3-one, melting point 197° C. Starting materials: C(C1=CC=CC=C1)(=O)O[C@@H]1[C@H](O[C@@H]([C@H]1OC(C1=CC=CC=C1)=O)COC(C1=CC=CC=C1)=O)N1C(=NC=C1)[N+](=O)[O-] (1-(2',3',5'-tri-O-benzoyl-α-D-arabinofuranosyl)-2-nitroimidazole), C[O-].[Na+] (sodium methoxide). Reaction conditions: temperature 0 celsius, time 2.5 hour. Product: [C@H]1([C@@H](O)[C@H](O)[C@H](O1)CO)N1C(=NC=C1)[N+](=O)[O-] (1-α-D-Arabinofuranosyl-2-nitroimidazole). Isolated yield 46.9%. Reaction SMILES: C([O:9][C@H:10]1[C@H:14]([O:15]C(=O)C2C=CC=CC=2)[C@@H:13]([CH2:24][O:25]C(=O)C2C=CC=CC=2)[O:12][C@@H:11]1[N:34]1[CH:38]=[CH:37][N:36]=[C:35]1[N+:39]([O-:41])=[O:40])(=O)C1C=CC=CC=1.C[O-].[Na+]>>[C@H:11]1([N:34]2[CH:38]=[CH:37][N:36]=[C:35]2[N+:39]([O-:41])=[O:40])[O:12][C@H:13]([CH2:24][OH:25])[C@@H:14]([OH:15])[C@@H:10]1[OH:9] |f:1.2|. Procedure: 1-(2',3',5'-tri-O-benzoyl-α-D-arabinofuranosyl)-2-nitroimidazole (557 mg, 1 mmol) was added to 5 ml of 0.05 M methanolic sodium methoxide. The mixture was stirred at 0° C. for 2.5 hours. The precipitate of 1-(mono-benzoyl-α-D-arabino furanosyl)-2-nitroimidazole was filtered off and the filtered solution was purified by preparative TLC using chloroform:methanol (5:1) to give 115 mg (46.9%) of the title product as pale yellow needles, mp 160° C. The reactants are CS(C)=O, CC(=O)Nc1nc2ccc(-c3ccnc(Cl)n3)cc2s1, NN1CCCCC1. The product is CC(=O)Nc1nc2ccc(-c3ccnc(N4CCCCC4)n3)cc2s1. Reaction SMILES: [CH3:28][S:29]([CH3:30])=[O:31].[Cl:1][c:2]1[n:3][cH:4][cH:5][c:6](-[c:8]2[cH:9][c:10]3[c:11]([n:12][c:13]([NH:15][C:16]([CH3:17])=[O:18])[s:14]3)[cH:19][cH:20]2)[n:7]1.[N:21]1([NH2:27])[CH2:22][CH2:23][CH2:24][CH2:25][CH2:26]1>>[c:2]1([N:21]2[CH2:22][CH2:23][CH2:24][CH2:25][CH2:26]2)[n:3][cH:4][cH:5][c:6](-[c:8]2[cH:9][c:10]3[c:11]([n:12][c:13]([NH:15][C:16]([CH3:17])=[O:18])[s:14]3)[cH:19][cH:20]2)[n:7]1. Reactants: C1OC2CC(CCC2OC1)(C#N)C1=CC=CC=C1 (3-ethylenedioxy-1-phenylcyclohexanecarbonitrile), CC(C)C[AlH]CC(C)C (DIBAL-H), C([O-])(O)=O.[Na+] (sodium bicarbonate), Cl (HCl). The solvent is C1(=CC=CC=C1)C (toluene). Run at time 1 hour. The product is C1OC2(CC(CCC2)(C=O)C2=CC=CC=C2)OC1 (3,3-ethylenedioxy-1-phenylcyclohexanecarbaldehyde). Yield: 85.0%. As a reaction SMILES: [CH2:1]1[CH2:10][O:9][CH:8]2[CH:3]([CH2:4][C:5]([C:13]3[CH:18]=[CH:17][CH:16]=[CH:15][CH:14]=3)([C:11]#N)[CH2:6][CH2:7]2)[O:2]1.CC(C[AlH]CC(C)C)C.Cl.C(=O)(O)[O-:30].[Na+]>C1(C)C=CC=CC=1>[CH2:1]1[CH2:10][O:9][C:3]2([CH2:8][CH2:7][CH2:6][C:5]([C:13]3[CH:18]=[CH:17][CH:16]=[CH:15][CH:14]=3)([CH:11]=[O:30])[CH2:4]2)[O:2]1 |f:3.4|. Procedure details: At −78° C., 3-ethylenedioxy-1-phenylcyclohexanecarbonitrile (1.66 g, 6.83 mmol) in toluene (20 mL) was added DIBAL-H (1.0 M solution in toluene, 8.88 mL) slowly and was stirred for 1 hr. The reaction mixture was warmed up to room temperature and was added 1N HCl solution (2.60 mL) and was stirred for 1 hr. Saturated sodium bicarbonate was added to quench the reaction and the organic layer was separated. The aqueous layer was extracted with dichloromethane 3 times and the combined organic layers ... The reactants are ClC1=NC(=CC(=N1)NC)COCC(F)(F)F (2-chloro-N-methyl-6-((2,2,2-trifluoroethoxy)methyl)pyrimidin-4-amine), CC=1N=CN(C1)C1=CC=C(N)C=C1 (4-(4-methyl-1H-imidazol-1-yl)aniline), C([O-])([O-])=O.[Cs+].[Cs+] (cesium carbonate), C1(CCCCC1)P(C1=C(C=CC=C1)C1=CC=CC=C1)C1CCCCC1 (2-(dicyclohexylphosphino)-biphenyl). Reagents/catalysts: C(C)(=O)[O-].[Pd+2].C(C)(=O)[O-] (palladium(II) acetate). Solvent: O1CCOCC1 (dioxane). Conditions: temperature 120 celsius. The product is CNC1=NC(=NC(=C1)COCC(F)(F)F)NC1=CC=C(C=C1)N1C=NC(=C1)C (N4-Methyl-N2-(4-(4-methyl-1H-imidazol-1-yl)phenyl)-6-((2,2,2-trifluoroethoxy)methyl)-pyrimidine-2,4-diamine). Isolated yield 40.2%. RXN SMILES: Cl[C:2]1[N:7]=[C:6]([NH:8][CH3:9])[CH:5]=[C:4]([CH2:10][O:11][CH2:12][C:13]([F:16])([F:15])[F:14])[N:3]=1.[CH3:17][C:18]1[N:19]=[CH:20][N:21]([C:23]2[CH:29]=[CH:28][C:26]([NH2:27])=[CH:25][CH:24]=2)[CH:22]=1.C(=O)([O-])[O-].[Cs+].[Cs+].C1(P(C2CCCCC2)C2C=CC=CC=2C2C=CC=CC=2)CCCCC1>O1CCOCC1.C([O-])(=O)C.[Pd+2].C([O-])(=O)C>[CH3:9][NH:8][C:6]1[CH:5]=[C:4]([CH2:10][O:11][CH2:12][C:13]([F:16])([F:15])[F:14])[N:3]=[C:2]([NH:27][C:26]2[CH:25]=[CH:24][C:23]([N:21]3[CH:22]=[C:18]([CH3:17])[N:19]=[CH:20]3)=[CH:29][CH:28]=2)[N:7]=1 |f:2.3.4,7.8.9|. Reported procedure: A mixture of 2-chloro-N-methyl-6-((2,2,2-trifluoroethoxy)methyl)pyrimidin-4-amine (85 mg, 0.33 mmol), 4-(4-methyl-1H-imidazol-1-yl)aniline (100 mg, 0.58 mmol), cesium carbonate (217 mg, 0.67 mmol), palladium(II) acetate (11 mg, 0.05 mmol) and 2-(dicyclohexylphosphino)-biphenyl (17 mg, 0.05 mmol) in dioxane (3 mL) was heated in a microwave reactor under notrogen atmosphere at 120° C. for 90 min. The reaction mixture was filtered through a pad of diatomeous earth which was eluted with MeOH. The mi... Reactants: N[C@@H](C(=O)N1CCC(CC1)C1=C(C=CC=C1)NS(=O)(=O)C)CC1=CC=C(C=C1)Cl ((2R)-2-amino-3-(4-chlorophenyl)-1-(4-(2-[(methylsulfonyl)-amino]phenyl)piperidyl)propan-1-one), C1=CC2=C(N=C1)N(N=N2)O (HOAT), C(CCl)Cl (EDC), CCN(C(C)C)C(C)C (DIEA), N1C(CCC1=O)C(=O)O (DL-pyroglutamic acid). The solvent is CN(C)C=O (DMF). Yields the product ClC1=CC=C(C=C1)C[C@H](C(=O)N1CCC(CC1)C1=C(C=CC=C1)NS(=O)(=O)C)NC(=O)C1NC(CC1)=O (N-[(1R)-1-[(4-Chlorophenyl)methyl]-2-(4-{2-[(methylsulfonyl)amino]phenyl}-piperidyl)-2-oxoethyl](5-oxopyrrolidin-2-yl)carboxamide). RXN SMILES: [NH2:1][C@H:2]([CH2:22][C:23]1[CH:28]=[CH:27][C:26]([Cl:29])=[CH:25][CH:24]=1)[C:3]([N:5]1[CH2:10][CH2:9][CH:8]([C:11]2[CH:16]=[CH:15][CH:14]=[CH:13][C:12]=2[NH:17][S:18]([CH3:21])(=[O:20])=[O:19])[CH2:7][CH2:6]1)=[O:4].CCN(C(C)C)C(C)C.[NH:39]1[C:43](=[O:44])[CH2:42][CH2:41][CH:40]1[C:45](O)=[O:46].C1C=NC2N(O)N=NC=2C=1.C(Cl)CCl>CN(C=O)C>[Cl:29][C:26]1[CH:25]=[CH:24][C:23]([CH2:22][C@@H:2]([NH:1][C:45]([CH:40]2[CH2:41][CH2:42][C:43](=[O:44])[NH:39]2)=[O:46])[C:3]([N:5]2[CH2:10][CH2:9][CH:8]([C:11]3[CH:16]=[CH:15][CH:14]=[CH:13][C:12]=3[NH:17][S:18]([CH3:21])(=[O:19])=[O:20])[CH2:7][CH2:6]2)=[O:4])=[CH:28][CH:27]=1. Procedure: The title compound was prepared according to the procedure described in Example 1, Step (f) using (2R)-2-amino-3-(4-chlorophenyl)-1-(4-(2-[(methylsulfonyl)-amino]phenyl)piperidyl)propan-1-one (Example 1, Step g) (118 mg, 0.25 mmol), DIEA (Aldrich) (0.05 mL, 0.25 mmol), DL-pyroglutamic acid (Aldrich) (344 mg, 0.5 mmol), HOAT (Aldrich) (68.2 mg, 0.5 mmol) and EDC (Aldrich) (95.8 mg, 0.5 mmol) in DMF (3 mL). Purification by silica gel chromatography (100% EtOAc) provided the title compound as a col... Starting materials: Oc1cccc(Br)c1, CCOC(CBr)OCC, [H-], [Na+], O. The product is CCOC(COc1cccc(Br)c1)OCC. Reaction SMILES: [Br:1][c:2]1[cH:3][c:4]([OH:8])[cH:5][cH:6][cH:7]1.[CH2:11]([CH3:12])[O:13][CH:14]([CH2:15][Br:16])[O:17][CH2:18][CH3:19].[H-:9].[Na+:10].[OH2:20]>>[Br:1][c:2]1[cH:3][c:4]([O:8][CH2:15][CH:14]([O:13][CH2:11][CH3:12])[O:17][CH2:18][CH3:19])[cH:5][cH:6][cH:7]1.